From a dataset of the Open Reaction Database (ORD), a public repository of structured organic reaction records. describe an organic reaction: reactants, conditions, products, and yield The reactants are C1CCOC1, ClCCl, O=C(Nc1ccc(F)cc1C(=O)Nc1ccc(Cl)cn1)c1ccc(F)cc1O, CC(C)OC(=O)N=NC(=O)OC(C)C, CN(C)C=O, OC1CCC2(CC1)OCCO2, c1ccc(P(c2ccccc2)c2ccccc2)cc1. The product is O=C(Nc1ccc(Cl)cn1)c1cc(F)ccc1NC(=O)c1ccc(F)cc1OC1CCC2(CC1)OCCO2. As a reaction SMILES: [CH2:78]1[O:79][CH2:80][CH2:81][CH2:82]1.[CH2:83]([Cl:84])[Cl:85].[Cl:1][c:2]1[cH:3][cH:4][c:5]([NH:8][C:9]([c:10]2[c:11]([NH:17][C:18]([c:19]3[c:20]([OH:26])[cH:21][c:22]([F:25])[cH:23][cH:24]3)=[O:27])[cH:12][cH:13][c:14]([F:16])[cH:15]2)=[O:28])[n:6][cH:7]1.[O:59]=[C:60]([O:61][CH:62]([CH3:63])[CH3:64])[N:65]=[N:66][C:67]([O:68][CH:69]([CH3:70])[CH3:71])=[O:72].[O:73]=[CH:74][N:75]([CH3:76])[CH3:77].[OH:29][CH:30]1[CH2:31][CH2:32][C:33]2([O:34][CH2:35][CH2:36][O:37]2)[CH2:38][CH2:39]1.[c:40]1([P:41]([c:42]2[cH:43][cH:44][cH:45][cH:46][cH:47]2)[c:48]2[cH:49][cH:50][cH:51][cH:52][cH:53]2)[cH:54][cH:55][cH:56][cH:57][cH:58]1>>[Cl:1][c:2]1[cH:3][cH:4][c:5]([NH:8][C:9]([c:10]2[c:11]([NH:17][C:18]([c:19]3[c:20]([O:26][CH:30]4[CH2:31][CH2:32][C:33]5([O:34][CH2:35][CH2:36][O:37]5)[CH2:38][CH2:39]4)[cH:21][c:22]([F:25])[cH:23][cH:24]3)=[O:27])[cH:12][cH:13][c:14]([F:16])[cH:15]2)=[O:28])[n:6][cH:7]1. Starting materials: ammonium salts, C(\C=C/C(=O)O)(=O)O (maleic acid), NC(CC(=O)O)C(=O)O (D,L-aspartic acid), NC(CC(=O)O)C(=O)O (D,L-aspartic acid). Yields the product NC(CC(=O)O)C(=O)O (D,L-aspartic acid), C(\C=C/C(=O)O)(=O)O (maleic acid), N (ammonia). As a reaction SMILES: [NH2:1][CH:2]([C:7]([OH:9])=[O:8])[CH2:3][C:4]([OH:6])=[O:5].[C:10]([OH:17])(=[O:16])/[CH:11]=[CH:12]\[C:13]([OH:15])=[O:14]>>[NH2:1][CH:2]([C:7]([OH:9])=[O:8])[CH2:3][C:4]([OH:6])=[O:5].[C:10]([OH:17])(=[O:16])/[CH:11]=[CH:12]\[C:13]([OH:15])=[O:14].[NH3:1]. Procedure: A process for preparing D,L-aspartic acid by heating aqueous solutions of ammonium salts of maleic acid at elevated temperatures under pressure, acidifying the reaction solution to liberate D,L-aspartic acid and isolating the D,L-aspartic acid, wherein maleic acid and ammonia are reacted in a molar ratio of from 1:2.1 to 1:50 in aqueous solution at from 60° C. to 250° C. under pressures of at least 1 bar, the pressure being controlled during the reaction in such a way that the reaction mixture i...